Dataset: the Open Reaction Database (ORD), a public repository of structured organic reaction records. Task: describe an organic reaction: reactants, conditions, products, and yield Starting materials: CC(C)CCCC(C)C1CCC2(C#N)C3C(O)CC4C(C)(C)C(OC(=O)c5ccccc5)CCC4(C)C3CCC12C, CS(=O)(=O)Cl, O, c1ccncc1. Product: CC(C)CCCC(C)C1CCC2(C#N)C3=CCC4C(C)(C)C(OC(=O)c5ccccc5)CCC4(C)C3CCC12C. As a reaction SMILES: [C:1]([c:2]1[cH:3][cH:4][cH:5][cH:6][cH:7]1)(=[O:8])[O:9][CH:10]1[C:11]([CH3:40])([CH3:41])[CH:12]2[CH2:13][CH:14]([OH:39])[CH:15]3[C:16]4([C:37]#[N:38])[CH2:17][CH2:18][CH:19]([CH:20]([CH2:21][CH2:22][CH2:23][CH:24]([CH3:25])[CH3:26])[CH3:27])[C:28]4([CH3:36])[CH2:29][CH2:30][CH:31]3[C:32]2([CH3:35])[CH2:33][CH2:34]1.[CH3:42][S:43](=[O:44])(=[O:45])[Cl:46].[OH2:47].[cH:48]1[cH:49][cH:50][n:51][cH:52][cH:53]1>>[C:1]([c:2]1[cH:3][cH:4][cH:5][cH:6][cH:7]1)(=[O:8])[O:9][CH:10]1[C:11]([CH3:40])([CH3:41])[CH:12]2[CH2:13][CH:14]=[C:15]3[C:16]4([C:37]#[N:38])[CH2:17][CH2:18][CH:19]([CH:20]([CH2:21][CH2:22][CH2:23][CH:24]([CH3:25])[CH3:26])[CH3:27])[C:28]4([CH3:36])[CH2:29][CH2:30][CH:31]3[C:32]2([CH3:35])[CH2:33][CH2:34]1.